From a dataset of the Open Reaction Database (ORD), a public repository of structured organic reaction records. describe an organic reaction: reactants, conditions, products, and yield Starting materials: C1(=CC=CC=C1)OC1=CC=CC=C1 (phenyl oxide), cuprous oxide, [N+](=O)([O-])C1=C(C=C(C=C1)Cl)C(F)(F)F (2-nitro-5-chloro-trifluoromethylbenzene), CC1(C(NC(N1)=O)=O)C (5,5-dimethylhydantoin). Conditions: temperature 200 celsius. Product: FC(C=1C=C(C=CC1[N+](=O)[O-])N1C(NC(C1=O)(C)C)=O)(F)F (1-(3'trifluoromethyl-4'-nitropheyl)-4,4-dimethyl-imidazoline-2,5-dione). Isolated yield 21.0%. Reaction SMILES: C1(OC2C=CC=CC=2)C=CC=CC=1.[N+:14]([C:17]1[CH:22]=[CH:21][C:20](Cl)=[CH:19][C:18]=1[C:24]([F:27])([F:26])[F:25])([O-:16])=[O:15].[CH3:28][C:29]1([CH3:36])[NH:33][C:32](=[O:34])[NH:31][C:30]1=[O:35]>>[F:25][C:24]([F:27])([F:26])[C:18]1[CH:19]=[C:20]([N:31]2[C:30](=[O:35])[C:29]([CH3:36])([CH3:28])[NH:33][C:32]2=[O:34])[CH:21]=[CH:22][C:17]=1[N+:14]([O-:16])=[O:15]. Reported procedure: The following were introduced into 383.52 ml of phenyl oxide: 225.60 grams of 2-nitro-5-chloro-trifluoromethylbenzene, described in the German Patent No. DRP 637,318, 128.10 grams of 5,5-dimethylhydantoin described in Beil., Vol. 24, 289 and 198.53 grams of cuprous oxide. The mixture was heated to 200° C. for 24 hours, then cooled to 20° C. and filtered. The residue was rinsed with phenyl oxide, then extracted with ethyl acetate. The ethyl acetate phase was concentrated to dryness under reduced ... Reactants: CC(C)(C)S (2-methyl-2-propanethiol), BrC1=C(N)C(=CC(=C1)Cl)C (2-Bromo-4-chloro-6-methylaniline), N(=O)[O-].[Na+] (sodium nitrite), CC(C)([O-])C.[K+] (potassium tert-butoxide), C(C)(=O)[O-].[Na+] (sodium acetate). Solvent: C(C)O (ethanol), O (water), CS(=O)C (dimethyl sulfoxide), Cl (hydrochloric acid). Run at temperature 0 celsius, time 30 minute. Product: BrC=1C=C(C=C2C=NNC12)Cl (7-Bromo-5-chloro-1H-indazole). RXN SMILES: [Br:1][C:2]1[CH:8]=[C:7]([Cl:9])[CH:6]=[C:5]([CH3:10])[C:3]=1[NH2:4].[N:11]([O-])=O.[Na+].C([O-])(=O)C.[Na+].CC(S)(C)C.CC(C)([O-])C.[K+]>Cl.O.C(O)C.CS(C)=O>[Br:1][C:2]1[CH:8]=[C:7]([Cl:9])[CH:6]=[C:5]2[C:3]=1[NH:4][N:11]=[CH:10]2 |f:1.2,3.4,6.7|. Reported procedure: 2-Bromo-4-chloro-6-methylaniline (13.2 g, 59.90 mmol) was suspended in 24% hydrochloric acid (40 mL). The stirred mixture was cooled to 0° C. and treated with sodium nitrite (4.54 g, 65.90 mmol) in water (10 mL), dropwise over 30 min. The mixture was then buffered to ca. pH 5 with sodium acetate. This mixture was kept at 0° C. and added in portions to a stirred solution of 2-methyl-2-propanethiol (6.8 mL, 59.9 mmol) in ethanol (40 mL) at 0° C. over 30 min. After the addition, the mixture was sti... Starting materials: ClC=1C=CC=2N(N1)C(=CN2)CC=2C=C1C=CC=NC1=CC2 (6-(6-Chloro-imidazo[1,2-b]pyridazin-3-ylmethyl)-quinoline), [F-].[K+] (KF), C(C)(CC)N (sec-butylamine). The solvent is CN1CCCC1=O (NMP), CCOC(=O)C (EtOAc). Reaction conditions: temperature 180 celsius, time 29 hour. Yields the product C(C)(CC)NC=1C=CC=2N(N1)C(=CN2)CC=2C=C1C=CC=NC1=CC2 (sec-Butyl-(3-quinolin-6-ylmethyl-imidazo[1,2-b]pyridazin-6-yl)-amine). RXN SMILES: Cl[C:2]1[CH:3]=[CH:4][C:5]2[N:6]([C:8]([CH2:11][C:12]3[CH:13]=[C:14]4[C:19](=[CH:20][CH:21]=3)[N:18]=[CH:17][CH:16]=[CH:15]4)=[CH:9][N:10]=2)[N:7]=1.[F-].[K+].[CH:24]([NH2:28])([CH2:26][CH3:27])[CH3:25]>CN1C(=O)CCC1.CCOC(C)=O>[CH:24]([NH:28][C:2]1[CH:3]=[CH:4][C:5]2[N:6]([C:8]([CH2:11][C:12]3[CH:13]=[C:14]4[C:19](=[CH:20][CH:21]=3)[N:18]=[CH:17][CH:16]=[CH:15]4)=[CH:9][N:10]=2)[N:7]=1)([CH2:26][CH3:27])[CH3:25] |f:1.2|. Procedure: 6-(6-Chloro-imidazo[1,2-b]pyridazin-3-ylmethyl)-quinoline (Example 14, 70 mg, 0.237 mmol), KF (70 mg, 1.187 mmol) and sec-butylamine (484 μL, 4.75 mmol) were suspended in NMP (1 mL). The RM was stirred at 180° C. for 29 h. The mixture was diluted with EtOAc and washed with 1 M Na2CO3 (×1) and water (×2). The aqueous was further extracted with EtOAc (2×). The combined organic layer was dried over Na2SO4, filtered and concentrated. The residue was purified by flash chromatography (Flashmaster) and... The reactants are FC(C1=C(CN2CCC(CC2)C=O)C=CC(=C1)C(F)(F)F)(F)F (1-[2,4-bis(trifluoromethyl)benzyl]piperidine-4-carbaldehyde), N=C1N(C(N(C1)C)=O)C(=O)C1=CC=CC=C1 (4-imino-1-methyl-3-(phenylcarbonyl)imidazolidin-2-one), CC(C)([O-])C.[K+] (potassium tert-butoxide), [Cl-].[NH4+] (ammonium chloride). Run in C(C)O (ethanol). Conditions: temperature 80 celsius, time 2 hour. The product is NC/1=NC(N(\C1=C/C1CCN(CC1)CC1=C(C=C(C=C1)C(F)(F)F)C(F)(F)F)C)=O ((5Z)-4-amino-5-({1-[2,4-bis(trifluoromethyl)benzyl]piperidin-4-yl}methylidene)-1-methyl-1,5-dihydro-2H-imidazol-2-one). Yield: 0.8%. As a reaction SMILES: [F:1][C:2]([F:23])([F:22])[C:3]1[CH:17]=[C:16]([C:18]([F:21])([F:20])[F:19])[CH:15]=[CH:14][C:4]=1[CH2:5][N:6]1[CH2:11]CC(C=O)C[CH2:7]1.[NH:24]=[C:25]1[CH2:29][N:28]([CH3:30])[C:27](=[O:31])[N:26]1C(C1C=CC=CC=1)=O.[CH3:40][C:41]([CH3:44])([O-])[CH3:42].[K+].[Cl-].[NH4+]>C(O)C>[NH2:24][C:25]1=[N:26][C:27](=[O:31])[N:28]([CH3:30])/[C:29]/1=[CH:40]\[CH:41]1[CH2:44][CH2:11][N:6]([CH2:5][C:4]2[CH:14]=[CH:15][C:16]([C:18]([F:20])([F:19])[F:21])=[CH:17][C:3]=2[C:2]([F:23])([F:22])[F:1])[CH2:7][CH2:42]1 |f:2.3,4.5|. Procedure: To a solution of 1-[2,4-bis(trifluoromethyl)benzyl]piperidine-4-carbaldehyde (26.0 g) in ethanol (100 mL) were added 4-imino-1-methyl-3-(phenylcarbonyl)imidazolidin-2-one (16.7 g) and potassium tert-butoxide (8.60 g) under ice-cooling. The reaction mixture was stirred at 80° C. for 2 hr. To the reaction mixture was added saturated aqueous ammonium chloride solution at room temperature, and the solvent was evaporated under reduced pressure. Water and ethyl acetate were added to the residue, and t... Reactants: OP(=O)(O)[O-].[K+] (KH2PO4), BrC=1C2=C(C=NC1)C(CC2)N ((rac)-4-bromo-6,7-dihydro-5H-cyclopenta[c]pyridin-7-amine), C(CC)(=O)O (propionic acid), CCN=C=NCCCN(C)C (EDCI). Solvent: C(Cl)Cl (CH2Cl2). Yields the product BrC=1C2=C(C=NC1)C(CC2)NC(CC)=O ((rac)-N-(4-Bromo-6,7-dihydro-5H-cyclopenta[c]pyridin-7-yl)propionamide). Isolated yield 39.0%. Reaction SMILES: [Br:1][C:2]1[C:3]2[CH2:10][CH2:9][CH:8]([NH2:11])[C:4]=2[CH:5]=[N:6][CH:7]=1.[C:12](O)(=[O:15])[CH2:13][CH3:14].CCN=C=NCCCN(C)C.OP([O-])(O)=O.[K+]>C(Cl)Cl>[Br:1][C:2]1[C:3]2[CH2:10][CH2:9][CH:8]([NH:11][C:12](=[O:15])[CH2:13][CH3:14])[C:4]=2[CH:5]=[N:6][CH:7]=1 |f:3.4|. Procedure details: To a stirred black solution of (rac)-4-bromo-6,7-dihydro-5H-cyclopenta[c]pyridin-7-amine (213 mg, 1 mmol) and propionic acid (82.1 μL, 1.1 mmol) in CH2Cl2 (5.0 mL) at 0° C. was added EDCI (230 mg, 1.2 mmol), stirring was continued over night and the reaction mixture was allowed to warm up to RT. The reaction mixture was poured on aq. 10% KH2PO4 solution followed by extraction with AcOEt (3×). The organic phases were washed once with aq. 10% KH2PO4, sat. NaHCO3 and with aq. sat. NaCl solution, th... Reactants: C[O-], CO, COc1nc(C)cnc1N(C(=O)OCC(C)C)S(=O)(=O)c1cccnc1-c1ccc(N(C)C)cc1, [Cl-], [NH4+], [Na+]. Yields the product COc1nc(C)cnc1NS(=O)(=O)c1cccnc1-c1ccc(N(C)C)cc1. As a reaction SMILES: [CH3:1][O-:2].[CH3:41][OH:42].[CH3:4][N:5]([CH3:6])[c:7]1[cH:8][cH:9][c:10](-[c:13]2[n:14][cH:15][cH:16][cH:17][c:18]2[S:19](=[O:20])(=[O:21])[N:22]([c:23]2[n:24][cH:25][c:26]([CH3:31])[n:27][c:28]2[O:29][CH3:30])[C:32]([O:33][CH2:34][CH:35]([CH3:36])[CH3:37])=[O:38])[cH:11][cH:12]1.[Cl-:39].[NH4+:40].[Na+:3]>>[CH3:4][N:5]([CH3:6])[c:7]1[cH:8][cH:9][c:10](-[c:13]2[n:14][cH:15][cH:16][cH:17][c:18]2[S:19](=[O:20])(=[O:21])[NH:22][c:23]2[n:24][cH:25][c:26]([CH3:31])[n:27][c:28]2[O:29][CH3:30])[cH:11][cH:12]1.